From a dataset of the Open Reaction Database (ORD), a public repository of structured organic reaction records. describe an organic reaction: reactants, conditions, products, and yield Starting materials: NCCCCCCN (1,6-diaminohexane), C(OC(C)(C)C)(OC(C)(C)C)=O (di-t-butyl carbonate). Solvent: C(C)O (ethanol), C(C)O (ethanol). Run at time 8 hour. The product is C(C)(C)(C)OC(=O)NCCCCCCN (6-(t-butoxycarbonylamino)hexylamine). Yield: 60.8%. RXN SMILES: [NH2:1][CH2:2][CH2:3][CH2:4][CH2:5][CH2:6][CH2:7][NH2:8].[C:9](=O)([O:15]C(C)(C)C)[O:10][C:11]([CH3:14])([CH3:13])[CH3:12]>C(O)C>[C:11]([O:10][C:9]([NH:1][CH2:2][CH2:3][CH2:4][CH2:5][CH2:6][CH2:7][NH2:8])=[O:15])([CH3:14])([CH3:13])[CH3:12]. Reported procedure: A solution of 1,6-diaminohexane (14 g, 0.12 mol) in ethanol (500 mL) was mixed with a solution of di-t-butyl carbonate (23 g, 0.1 mol) in ethanol (500 mL) and stirred overnight. The mixture was filtered, concentrated and the residue was shaken with a mixture of ether (200 mL) and water (50 mL). The aqueous phase was extracted twice with ether (50 mL) and the organic phase was extracted sequentially with brine, cold 0.4N hydrochloric acid (150 mL) and water (2×100 mL). The pH of the acidic extrac... Starting materials: C1(CCCCC1)N=C=NC1CCCCC1 (dicyclohexylcarbodiimide), C1(CCCC1)C(=O)O (cyclopentanecarboxylic acid), C(C)N1CCOCC1 (N-ethyl morpholine), C=1(C(=CC=CC1)S(=O)(=O)O)C.C(C1=CC=CC=C1)OC([C@@H](N)CCC)=O (norvaline benzyl ester toluenesulfonate salt). Run in ClCCl (dichloromethane), ClCCl (dichloromethane), CN(C=O)C (dimethylformamide). Reaction conditions: temperature 0 celsius. Yields the product C1(CCCC1)C(=O)N[C@@H](CCC)C(=O)O (Nα -cyclopentanecarbonyl-norvaline). Reaction SMILES: C1(N=C=NC2CCCCC2)CCCCC1.[CH:16]1([C:21]([OH:23])=O)[CH2:20][CH2:19][CH2:18][CH2:17]1.C1(C)C(S(O)(=O)=O)=CC=CC=1.C([O:42][C:43](=[O:49])[C@H:44]([CH2:46][CH2:47][CH3:48])[NH2:45])C1C=CC=CC=1.C(N1CCOCC1)C>ClCCl.CN(C)C=O>[CH:16]1([C:21]([NH:45][C@H:44]([C:43]([OH:49])=[O:42])[CH2:46][CH2:47][CH3:48])=[O:23])[CH2:17][CH2:18][CH2:19][CH2:20]1 |f:2.3|. Reported procedure: A cool solution of 15 mmoles of dicyclohexylcarbodiimide in dichloromethane is added to a solution of 15 mmoles of cyclopentanecarboxylic acid in dichloromethane, at -5° C. 15 mmoles of norvaline benzyl ester toluenesulfonate salt in dimethylformamide (DMF), which is neutralized with N-ethyl morpholine, is then added. The reaction mixture is stirred at 0° C. initially and then at room temperature until the reaction is completed as judged by TLC. Dicyclohexylurea is removed by filtration and 50 m... The reactants are FC(C(=O)[O-])(F)F (trifluoroacetate), C(C)N1CC2=C(NC=3C=CC=CC23)CC1 (2-ethyl-2,3,4,5-tetrahydro-1H-pyrido[4,3-b]indole), C(C1=CC=CC=C1)Cl (benzyl chloride). Solvent: C(C)(C)NC(C)C (diisopropylamine). The product is C(C1=CC=CC=C1)N1C2=C(C=3C=CC=CC13)CN(CC2)CC (5-benzyl-2-ethyl-2,3,4,5-tetrahydro-1H-pyrido[4,3-b]indole). The yield is 34.4%. RXN SMILES: [CH2:1]([N:3]1[CH2:15][CH2:14][C:6]2[NH:7][C:8]3[CH:9]=[CH:10][CH:11]=[CH:12][C:13]=3[C:5]=2[CH2:4]1)[CH3:2].[CH2:16](Cl)[C:17]1[CH:22]=[CH:21][CH:20]=[CH:19][CH:18]=1.FC(F)(F)C([O-])=O>C(NC(C)C)(C)C>[CH2:16]([N:7]1[C:8]2[CH:9]=[CH:10][CH:11]=[CH:12][C:13]=2[C:5]2[CH2:4][N:3]([CH2:1][CH3:2])[CH2:15][CH2:14][C:6]1=2)[C:17]1[CH:22]=[CH:21][CH:20]=[CH:19][CH:18]=1. Procedure details: Preparation of the title compound was carried out according to General Method 5. 2-Ethyl-2,3,4,5-tetrahydro-1H-pyrido[4,3-b]indole (See Example 5) (100 mg, 0.5 mmol), benzyl chloride (158 mg, 1.25 mmol) in diisopropylamine (2 mL) were heated at 80° C. for 12 h to obtain 50 mg of 5-benzyl-2-ethyl-2,3,4,5-tetrahydro-1H-pyrido[4,3-b]indole as trifluoroacetate salt after purification by reverse-phase chromatography (C-18, 500 mm×50 mm, Mobile Phase A=0.05% TFA in water, B=0.05% TFA in acetonitrile, ...